Dataset: the Open Reaction Database (ORD), a public repository of structured organic reaction records. Task: describe an organic reaction: reactants, conditions, products, and yield The reactants are CC(=O)CC(=O)NC(CC(=O)[O-])C(=O)[O-], CC(=O)CC(=O)NC1CC(=O)OC1=O, COC(=O)C(N)Cc1ccccc1, CC(=O)O, CCOC(C)=O, [Na+], [Na+], C1COCCO1, ClP(Cl)Cl. Product: COC(=O)C(Cc1ccccc1)NC(=O)C(CC(=O)O)NC(=O)CC(C)=O. Reaction SMILES: [C:1]([CH2:2][C:3](=[O:4])[CH3:5])(=[O:6])[NH:7][CH:8]([CH2:9][C:10](=[O:11])[O-:12])[C:13](=[O:14])[O-:15].[C:22]([NH:23][CH:24]1[C:25](=[O:26])[O:27][C:28](=[O:29])[CH2:30]1)(=[O:31])[CH2:32][C:33]([CH3:34])=[O:35].[CH3:36][O:37][C:38]([CH:39]([NH2:40])[CH2:41][c:42]1[cH:43][cH:44][cH:45][cH:46][cH:47]1)=[O:48].[CH3:55][C:56](=[O:57])[OH:58].[CH3:59][CH2:60][O:61][C:62](=[O:63])[CH3:64].[Na+:16].[Na+:17].[O:49]1[CH2:50][CH2:51][O:52][CH2:53][CH2:54]1.[P:18]([Cl:19])([Cl:20])[Cl:21]>>[C:1]([CH2:2][C:3](=[O:4])[CH3:5])(=[O:6])[NH:7][CH:8]([CH2:9][C:10](=[O:11])[OH:12])[C:13](=[O:15])[NH:40][CH:39]([C:38]([O:37][CH3:36])=[O:48])[CH2:41][c:42]1[cH:43][cH:44][cH:45][cH:46][cH:47]1. Starting materials: C([O-])([O-])=O.[K+].[K+] (potassium carbonate), C(C)OC(CCCOC1=C(C(=CC=C1)CCCCCCBr)CCC(=O)OCC)=O (4-[3-(6-bromo-hexyl)-2-(2-ethoxycarbonyl-ethyl)-phenoxy]-butyric acid ethyl ester), C(C1=CC=CC=C1)NC(C1=CC(=CC(=C1)I)O)=O (N-benzyl-3-hydroxy-5-iodo-benzamide). The solvent is CC(=O)C (acetone), CN(C)C=O (DMF). Conditions: temperature 75 celsius, time 2 day. The product is C(C)OC(CCCOC1=C(C(=CC=C1)CCCCCCOC1=CC(=CC(=C1)I)C(NCC1=CC=CC=C1)=O)CCC(=O)OCC)=O (4-[3-[6-(3-Benzylcarbamoyl-5-iodo-phenoxy)-hexyl]-2-(2-ethoxycarbonyl-ethyl)-phenoxy]-butyric acid ethyl ester). Isolated yield 100.8%. RXN SMILES: [CH2:1]([NH:8][C:9](=[O:18])[C:10]1[CH:15]=[C:14]([I:16])[CH:13]=[C:12]([OH:17])[CH:11]=1)[C:2]1[CH:7]=[CH:6][CH:5]=[CH:4][CH:3]=1.C(=O)([O-])[O-].[K+].[K+].[CH2:25]([O:27][C:28](=[O:53])[CH2:29][CH2:30][CH2:31][O:32][C:33]1[CH:38]=[CH:37][CH:36]=[C:35]([CH2:39][CH2:40][CH2:41][CH2:42][CH2:43][CH2:44]Br)[C:34]=1[CH2:46][CH2:47][C:48]([O:50][CH2:51][CH3:52])=[O:49])[CH3:26]>CC(C)=O.CN(C=O)C>[CH2:25]([O:27][C:28](=[O:53])[CH2:29][CH2:30][CH2:31][O:32][C:33]1[CH:38]=[CH:37][CH:36]=[C:35]([CH2:39][CH2:40][CH2:41][CH2:42][CH2:43][CH2:44][O:17][C:12]2[CH:13]=[C:14]([I:16])[CH:15]=[C:10]([C:9](=[O:18])[NH:8][CH2:1][C:2]3[CH:3]=[CH:4][CH:5]=[CH:6][CH:7]=3)[CH:11]=2)[C:34]=1[CH2:46][CH2:47][C:48]([O:50][CH2:51][CH3:52])=[O:49])[CH3:26] |f:1.2.3|. Procedure details: To a solution of N-benzyl-3-hydroxy-5-iodo-benzamide (4.1 g) in a mixture of acetone and DMF (2:1, 100 mL) were added potassium carbonate (16.0 g) and 4-[3-(6-bromo-hexyl)-2-(2-ethoxycarbonyl-ethyl)-phenoxy]-butyric acid ethyl ester (6.0 g). The resulting mixture was stirred at 75° C. for 2 days. Then the insoluble material was filtered out and the filtrate was diluted with ethyl acetate and washed with water and brine. The organic extract was dried over anhydrous sodium sulfate, concentrated an... Reactants: NC(CNC1=CC=C(C=C1)C=1CCC(NN1)=O)(C)C (6-[4-(2-amino-2-methylpropylamino)-phenyl]-4,5-dihydro-3(2H)-pyridazinone), ( 3 ), N1C(=O)CCC2=C(C=CC=C12)OCC1CO1 (1-(3,4-dihydrocarbostyril-5-yloxy)-2,3-epoxypropane). The solvent is C(C)(C)O (isopropyl alcohol). Conditions: time 20 hour. The product is N1C(=O)CCC2=C(C=CC=C12)OCC(CNC(CNC1=CC=C(C=C1)C=1CCC(NN1)=O)(C)C)O (6-[4-[2-[3-(3,4-di hydrocarbostyril-5-yloxy)2-hydroxypropylamino]-2-methyl-propylamino]phenyl]-4,5-dihydro-3(2H)-pyridazinone). Yield: 49.9%. As a reaction SMILES: [NH2:1][C:2]([CH3:19])([CH3:18])[CH2:3][NH:4][C:5]1[CH:10]=[CH:9][C:8]([C:11]2[CH2:12][CH2:13][C:14](=[O:17])[NH:15][N:16]=2)=[CH:7][CH:6]=1.[NH:20]1[C:30]2[C:25](=[C:26]([O:31][CH2:32][CH:33]3[O:35][CH2:34]3)[CH:27]=[CH:28][CH:29]=2)[CH2:24][CH2:23][C:21]1=[O:22]>C(O)(C)C>[NH:20]1[C:30]2[C:25](=[C:26]([O:31][CH2:32][CH:33]([OH:35])[CH2:34][NH:1][C:2]([CH3:19])([CH3:18])[CH2:3][NH:4][C:5]3[CH:6]=[CH:7][C:8]([C:11]4[CH2:12][CH2:13][C:14](=[O:17])[NH:15][N:16]=4)=[CH:9][CH:10]=3)[CH:27]=[CH:28][CH:29]=2)[CH2:24][CH2:23][C:21]1=[O:22]. Reported procedure: 3.1 g of 6-[4-(2-amino-2-methylpropylamino)-phenyl]-4,5-dihydro-3(2H)-pyridazinone obtained in Example 1, (3) and 2.2 g of 1-(3,4-dihydrocarbostyril-5-yloxy)-2,3-epoxypropane were dissolved in 30 ml of isopropyl alcohol and heated with stirring for 20 hours. After the end of the reaction, the reaction solution was concentrated under reduced pressure. The residue was separated by silica gel chromatography (chloroform-methanol=10:1). Recrystallization from dichloro-methane-isopropanol gave 2.4 g o... The reactants are ClC1=NC=C(C(=N1)Cl)Cl (2,4,5-trichloropyrimidine), COC1=CC=C(C=C1)O (4-methoxyphenol), C([O-])([O-])=O.[K+].[K+] (potassium carbonate). Solvent: CN1CCCC1=O (NMP). Reaction conditions: time 18 hour. Yields the product ClC1=NC=C(C(=N1)OC1=CC=C(C=C1)OC)Cl (2,5-Dichloro-4-(4-methoxyphenoxy)pyrimidine). Yield: 94.3%. Reaction SMILES: [Cl:1][C:2]1[N:7]=[C:6](Cl)[C:5]([Cl:9])=[CH:4][N:3]=1.[CH3:10][O:11][C:12]1[CH:17]=[CH:16][C:15]([OH:18])=[CH:14][CH:13]=1.C(=O)([O-])[O-].[K+].[K+]>CN1C(=O)CCC1>[Cl:1][C:2]1[N:7]=[C:6]([O:18][C:15]2[CH:16]=[CH:17][C:12]([O:11][CH3:10])=[CH:13][CH:14]=2)[C:5]([Cl:9])=[CH:4][N:3]=1 |f:2.3.4|. Reported procedure: A solution of 2,4,5-trichloropyrimidine (1.0 g, 5.4 mmol) and 4-methoxyphenol (0.64 g, 5.2 mmol) in NMP (2.5 ml) was treated with anhydrous potassium carbonate (1.65 g, 12 mmol). The reaction mixture was allowed to stir at ambient temperature for 18 hours. The reaction was partitioned between water and ethyl acetate. The organic layer was evaporated and the residue purified by column chromatography eluting with 10% ethyl acetate in isohexane to afford a solid product (1.33 g, 90%). NMR: 3.78 (s,... Reactants: C([O-])(O)=O.[Na+] (sodium bicarbonate), C(=O)NC1=NC(=NC=C1)CC(=O)OCC (ethyl 2-(4-formamidopyrimidine-2-yl)acetate), [Se](=O)=O (selenium dioxide), CN(C=O)C (N,N-dimethylformamide), O (water). Yields the product C(=O)NC1=NC(=NC=C1)C(C(=O)OCC)=NOC (ethyl 2-(4-formamidopyrimidin-2-yl)-2-methoxyiminoacetate). RXN SMILES: [CH:1]([NH:3][C:4]1[CH:9]=[CH:8][N:7]=[C:6]([CH2:10][C:11]([O:13][CH2:14][CH3:15])=[O:12])[N:5]=1)=[O:2].[Se](=O)=O.O.[C:20](=[O:23])(O)[O-].[Na+].C[N:26](C)C=O>>[CH:1]([NH:3][C:4]1[CH:9]=[CH:8][N:7]=[C:6]([C:10](=[N:26][O:23][CH3:20])[C:11]([O:13][CH2:14][CH3:15])=[O:12])[N:5]=1)=[O:2] |f:3.4|. Reported procedure: A mixture of ethyl 2-(4-formamidopyrimidine-2-yl)acetate (50.0 g) and selenium dioxide (31.87 g) in N,N-dimethylformamide (240 ml) was stirred for an hour at 70° to 75° C. and cooled to ambient temperature. The precipitated solid was filtered off and the filtrate was evaporated in vacuo to give an oily product. The oil was added to water (750 ml) under stirring, adjusting to pH7 with an aqueous solution of sodium bicarbonate. The precipitated yellow substance was filtered off and washed with wat... Reactants: C(C)OC(=O)C1CCC(CC1)C=1C=C2C=CC=NC2=C(N1)C1=CC(=CC=C1)C#N (4-[8-(3-cyano-phenyl)-[1,7]naphthyridin-6-yl]-cyclohexanecarboxylic acid ethyl ester), FC=1C=C(C=CC1)C=1N=C(C=C2C=CC=NC12)OS(=O)(=O)C(F)(F)F (trifluoromethanesulfonic acid 8-(3-flurophenyl)-[1,7]naphthyridin-6-yl ester). The product is C(C)OC(=O)C1CCC(CC1)C=1C=C2C=CC=NC2=C(N1)C1=CC(=CC=C1)F (4-[8-(3-Fluorophenyl)-[1,7]naphthyridin-6-yl]-cyclohexanecarboxylic acid ethyl ester). Reaction SMILES: [CH2:1]([O:3][C:4]([CH:6]1[CH2:11][CH2:10][CH:9]([C:12]2[CH:13]=[C:14]3[C:19](=[C:20]([C:22]4[CH:27]=[CH:26][CH:25]=[C:24](C#N)[CH:23]=4)[N:21]=2)[N:18]=[CH:17][CH:16]=[CH:15]3)[CH2:8][CH2:7]1)=[O:5])[CH3:2].[F:30]C1C=C(C2N=C(OS(C(F)(F)F)(=O)=O)C=C3C=2N=CC=C3)C=CC=1>>[CH2:1]([O:3][C:4]([CH:6]1[CH2:11][CH2:10][CH:9]([C:12]2[CH:13]=[C:14]3[C:19](=[C:20]([C:22]4[CH:27]=[CH:26][CH:25]=[C:24]([F:30])[CH:23]=4)[N:21]=2)[N:18]=[CH:17][CH:16]=[CH:15]3)[CH2:8][CH2:7]1)=[O:5])[CH3:2]. Procedure details: This compound is prepared in an analogous way to compound 4-[8-(3-cyano-phenyl)-[1,7]naphthyridin-6-yl]-cyclohexanecarboxylic acid ethyl ester from trifluoromethanesulfonic acid 8-(3-flurophenyl)-[1,7]naphthyridin-6-yl ester. Purification is by chromatography followed by trituration with ether to yield a white solid. MS (AP+) 378.98 Starting materials: BrC=1C=CC(=C(C1)C)OC (5-bromo-2-methoxytoluene), C1(=CC=CC=C1)CCCC1CCNCC1 (4-(3-phenylpropyl)-piperidine), 1-(2-phenethyl)piperazine, BrC1=CC(=C(C=C1F)OC)F (4-bromo-2,5-difluoroanisole). Product: FC1=C(C=C(C(=C1)OC)F)N1CCC(CC1)CCCC1=CC=CC=C1 (1-(2,5-difluoro-4-methoxyphenyl)-4-(3-phenylpropyl)piperidine). Yield: 33.7%. As a reaction SMILES: BrC1C=CC(OC)=C(C)C=1.Br[C:12]1[C:17]([F:18])=[CH:16][C:15]([O:19][CH3:20])=[C:14]([F:21])[CH:13]=1.[C:22]1([CH2:28][CH2:29][CH2:30][CH:31]2[CH2:36][CH2:35][NH:34][CH2:33][CH2:32]2)[CH:27]=[CH:26][CH:25]=[CH:24][CH:23]=1>>[F:18][C:17]1[CH:16]=[C:15]([O:19][CH3:20])[C:14]([F:21])=[CH:13][C:12]=1[N:34]1[CH2:35][CH2:36][CH:31]([CH2:30][CH2:29][CH2:28][C:22]2[CH:23]=[CH:24][CH:25]=[CH:26][CH:27]=2)[CH2:32][CH2:33]1. Procedure: Production Example 9 was repeated except that 5-bromo-2-methoxytoluene and 1-(2-phenethyl)piperazine were replaced with 4-bromo-2,5-difluoroanisole (446 mg) and 4-(3-phenylpropyl)-piperidine (1.220 g), respectively. The resulting crude product was purified on silica gel column chromatography (eluent, hexane: ethyl acetate=8:1) to provide 1-(2,5-difluoro-4-methoxyphenyl)-4-(3-phenylpropyl)piperidine (233 mg).